Dataset: the Open Reaction Database (ORD), a public repository of structured organic reaction records. Task: describe an organic reaction: reactants, conditions, products, and yield The reactants are O=C(O)c1ccccc1O, OCCCCO, C[Si](C)(O)O, OCCN(CCO)CCO. The product is C[SiH](C)OC(=O)c1ccccc1O. RXN SMILES: [C:1]([c:2]1[c:3]([OH:4])[cH:5][cH:6][cH:7][cH:8]1)(=[O:9])[OH:10].[CH2:26]([OH:27])[CH2:28][CH2:29][CH2:30][OH:31].[CH3:11][Si:12]([OH:13])([OH:14])[CH3:15].[OH:16][CH2:17][CH2:18][N:19]([CH2:20][CH2:21][OH:22])[CH2:23][CH2:24][OH:25]>>[C:1]([c:2]1[c:3]([OH:4])[cH:5][cH:6][cH:7][cH:8]1)(=[O:9])[O:10][SiH:12]([CH3:11])[CH3:15]. Reactants: C(C)(=O)OCC (ethyl acetate), C([O-])([O-])=O.[K+].[K+] (potassium carbonate), N1CCOCC1 (morpholine), S(=O)(=O)(C1=CC=C(C)C=C1)OCCC1CCN(CC1)C1=CC=C(C=C1)[N+](=O)[O-] (4-tosyloxyethyl-N-(4-nitrophenyl)piperidine). The solvent is C(C)#N (acetonitrile). Conditions: temperature 80 celsius, time 15 hour. Yields the product O1CCN(CC1)CCC1CCN(CC1)C1=CC=C(C=C1)[N+](=O)[O-] (4-morpholinoethyl-N-(4-nitrophenyl)piperidine). RXN SMILES: S(O[CH2:12][CH2:13][CH:14]1[CH2:19][CH2:18][N:17]([C:20]2[CH:25]=[CH:24][C:23]([N+:26]([O-:28])=[O:27])=[CH:22][CH:21]=2)[CH2:16][CH2:15]1)(C1C=CC(C)=CC=1)(=O)=O.C(=O)([O-])[O-].[K+].[K+].[NH:35]1[CH2:40][CH2:39][O:38][CH2:37][CH2:36]1.C(OCC)(=O)C>C(#N)C>[O:38]1[CH2:39][CH2:40][N:35]([CH2:12][CH2:13][CH:14]2[CH2:15][CH2:16][N:17]([C:20]3[CH:21]=[CH:22][C:23]([N+:26]([O-:28])=[O:27])=[CH:24][CH:25]=3)[CH2:18][CH2:19]2)[CH2:36][CH2:37]1 |f:1.2.3|. Procedure: The 4-tosyloxyethyl-N-(4-nitrophenyl)piperidine (2.02 g, 5.0 mmol) obtained in Example 6(2) was dissolved in acetonitrile (20 ml), and potassium carbonate (1.38 g, 10 mmol) and morpholine (0.65 ml, 7.5 mmol) were added thereto, followed by stirring at 80° C. for 15 hours. After the reaction mixture was allowed to cool to room temperature, ethyl acetate was added to the reaction mixture, and the organic layer was washed with water and saturated sodium chloride, and dried over anhydrous sodium sul... Reactants: O (water), CC=1NC(=C(C(C1C(=O)OC)C1=CC(=CC=C1)[N+](=O)[O-])C(=O)OCCBr)C (3-methyl 5-(2-bromoethyl) (+)-1,4-dihydro-2,6-dimethyl-4-(3-nitrophenyl)-pyridine-3,5-dicarboxylate), Cl.C1(=CC=CC=C1)C1(CCNCC1)C1=CC=CC=C1 (4,4-diphenylpiperidine hydrochloride), C([O-])([O-])=O.[K+].[K+] (potassium carbonate). The solvent is CN(C=O)C (dimethylformamide). Yields the product Cl.CC=1NC(=C(C(C1C(=O)OC)C1=CC(=CC=C1)[N+](=O)[O-])C(=O)OCCN1CCC(CC1)(C1=CC=CC=C1)C1=CC=CC=C1)C (3-Methyl 5-[2-(4,4-diphenyl-1-piperidinyl)-ethyl} (+)-1,4-dihydro-2,6-dimethyl-4-(3-nitrophenyl)-pyridine-3,5-dicarboxylate hydrochloride). Yield: 41.5%. RXN SMILES: [CH3:1][C:2]1[NH:3][C:4]([CH3:27])=[C:5]([C:21]([O:23][CH2:24][CH2:25]Br)=[O:22])[CH:6]([C:12]2[CH:17]=[CH:16][CH:15]=[C:14]([N+:18]([O-:20])=[O:19])[CH:13]=2)[C:7]=1[C:8]([O:10][CH3:11])=[O:9].[ClH:28].[C:29]1([C:35]2([C:41]3[CH:46]=[CH:45][CH:44]=[CH:43][CH:42]=3)[CH2:40][CH2:39][NH:38][CH2:37][CH2:36]2)[CH:34]=[CH:33][CH:32]=[CH:31][CH:30]=1.C(=O)([O-])[O-].[K+].[K+].O>CN(C)C=O>[ClH:28].[CH3:1][C:2]1[NH:3][C:4]([CH3:27])=[C:5]([C:21]([O:23][CH2:24][CH2:25][N:38]2[CH2:39][CH2:40][C:35]([C:29]3[CH:34]=[CH:33][CH:32]=[CH:31][CH:30]=3)([C:41]3[CH:46]=[CH:45][CH:44]=[CH:43][CH:42]=3)[CH2:36][CH2:37]2)=[O:22])[CH:6]([C:12]2[CH:17]=[CH:16][CH:15]=[C:14]([N+:18]([O-:20])=[O:19])[CH:13]=2)[C:7]=1[C:8]([O:10][CH3:11])=[O:9] |f:1.2,3.4.5,8.9|. Procedure: 2.35 g of 3-methyl 5-(2-bromoethyl) (+)-1,4-dihydro-2,6-dimethyl-4-(3-nitrophenyl)-pyridine-3,5-dicarboxylate, 1.46 g of 4,4-diphenylpiperidine hydrochloride and 1.55 g of finely powdered potassium carbonate in 15 ml of anhydrous dimethylformamide are stirred for 6 h at 80° C. After the mixture has cooled, 100 ml of water are added and the mixture is then extracted with ether. The ether phase is washed twice with water, dried over sodium sulphate and then evaporated in vacuo. The residue is chro... Starting materials: C(C=O)(=O)O (glyoxylic acid), CC(CCCCCCC)=O (2-nonanone). Run in P(O)(O)(O)=O (orthophosphoric acid). The product is C(CCCCC)C(=CC(=O)O)C(C)=O (3-Hexyl-4-oxo-2-pentenoic acid). Reaction SMILES: [C:1]([OH:5])(=[O:4])[CH:2]=O.[CH3:6][C:7](=[O:15])[CH2:8][CH2:9][CH2:10][CH2:11][CH2:12][CH2:13][CH3:14]>P(=O)(O)(O)O>[CH2:9]([C:8]([C:7](=[O:15])[CH3:6])=[CH:2][C:1]([OH:5])=[O:4])[CH2:10][CH2:11][CH2:12][CH2:13][CH3:14]. Reported procedure: Prepared from glyoxylic acid (5.35 g, 7.0 mmol), 2-nonanone (14.2 g, 1.0 mol) and orthophosphoric acid (20 ml). νmax 2925, 2850, 1700, 1450, 1410, 1350, 1220, 1120, 870, 770, 720 cm−1. 1H n.m.r. δ (CDCl3) 0.87, t J 7.2 Hz, 3H, CH3; 1.29, m, 8H, CH2; 2.39, s, 3H, CH3; 2.77, t J 6.8 Hz, 2H, CH2; 6.50, s, CH. Starting materials: CCCCn1c(=O)c([N+](=O)[O-])c(Cl)c2ccccc21, CN, C1CCOC1. The product is CCCCn1c(=O)c([N+](=O)[O-])c(NC)c2ccccc21. RXN SMILES: [CH2:1]([CH2:2][CH2:3][CH3:4])[n:5]1[c:6](=[O:19])[c:7]([N+:16](=[O:17])[O-:18])[c:8]([Cl:15])[c:9]2[cH:10][cH:11][cH:12][cH:13][c:14]12.[CH3:20][NH2:21].[O:22]1[CH2:23][CH2:24][CH2:25][CH2:26]1>>[CH2:1]([CH2:2][CH2:3][CH3:4])[n:5]1[c:6](=[O:19])[c:7]([N+:16](=[O:17])[O-:18])[c:8]([NH:21][CH3:20])[c:9]2[cH:10][cH:11][cH:12][cH:13][c:14]12. The reactants are CC1(C)COc2cc(C(=O)Cl)ccc21, Cc1cc2nc(N)cc(-c3ccccc3)n2n1, CC#N, O, c1ccncc1. Product: Cc1cc2nc(NC(=O)c3ccc4c(c3)OCC4(C)C)cc(-c3ccccc3)n2n1. Reaction SMILES: [CH3:1][C:2]1([CH3:14])[CH2:3][O:4][c:5]2[c:6]1[cH:7][cH:8][c:9]([C:11](=[O:12])[Cl:13])[cH:10]2.[CH3:21][c:22]1[n:23][n:24]2[c:25]([n:26][c:27]([NH2:36])[cH:28][c:29]2-[c:30]2[cH:31][cH:32][cH:33][cH:34][cH:35]2)[cH:37]1.[CH3:38][C:39]#[N:40].[OH2:41].[cH:15]1[cH:16][cH:17][n:18][cH:19][cH:20]1>>[CH3:1][C:2]1([CH3:14])[CH2:3][O:4][c:5]2[c:6]1[cH:7][cH:8][c:9]([C:11](=[O:12])[NH:36][c:27]1[n:26][c:25]3[n:24]([n:23][c:22]([CH3:21])[cH:37]3)[c:29](-[c:30]3[cH:31][cH:32][cH:33][cH:34][cH:35]3)[cH:28]1)[cH:10]2. Starting materials: [Na] (sodium), CC1=C(SC=C1)C1=CC=C(C=C1)CC(=O)OCC (ethyl 4-(3-methyl-2-thienyl)phenylacetate), C(OCC)(OCC)=O (diethyl carbonate). Run in C(C)O (ethanol). Conditions: time 30 minute. Product: CC1=C(SC=C1)C1=CC=C(C=C1)C(C(=O)OCC)C(=O)OCC (diethyl [4-(3-methyl-2-thienyl)phenyl]malonate). The yield is 61.7%. Reaction SMILES: [Na].[CH3:2][C:3]1[CH:7]=[CH:6][S:5][C:4]=1[C:8]1[CH:13]=[CH:12][C:11]([CH2:14][C:15]([O:17][CH2:18][CH3:19])=[O:16])=[CH:10][CH:9]=1.[C:20](=O)([O:24]CC)[O:21][CH2:22][CH3:23]>C(O)C>[CH3:2][C:3]1[CH:7]=[CH:6][S:5][C:4]=1[C:8]1[CH:13]=[CH:12][C:11]([CH:14]([C:20]([O:21][CH2:22][CH3:23])=[O:24])[C:15]([O:17][CH2:18][CH3:19])=[O:16])=[CH:10][CH:9]=1 |^1:0|. Reported procedure: To a solution of 1.4 g (0.06 mole) of metallic sodium in 50 ml of ethanol was added 10 g (0.038 mole) of ethyl 4-(3-methyl-2-thienyl)phenylacetate [I.R. (liquid film): νC=O 1735 cm-1 ], followed by adding 14.3 g (0.121 mole) of diethyl carbonate. The mixture was stirred at 50° to 60° C. for 30 minutes and freed from the ethanol by distillation under reduced pressure. To the residue were added 15 ml of 1 N hydrochloric acid and 50 ml of benzene and the mixture was shaken thoroughly. The organic l... The reactants are BrB(Br)Br, COCc1nccc(N2CCN(S(=O)(=O)N3CCCC3)CC2)n1, CC(C)OC(C)C, ClCCl. The product is O=S(=O)(N1CCCC1)N1CCN(c2ccnc(CO)n2)CC1. Reaction SMILES: [B:24]([Br:25])([Br:26])[Br:27].[CH3:1][O:2][CH2:3][c:4]1[n:5][cH:6][cH:7][c:8]([N:10]2[CH2:11][CH2:12][N:13]([S:16](=[O:17])(=[O:18])[N:19]3[CH2:20][CH2:21][CH2:22][CH2:23]3)[CH2:14][CH2:15]2)[n:9]1.[CH:28]([O:29][CH:30]([CH3:31])[CH3:32])([CH3:33])[CH3:34].[Cl:35][CH2:36][Cl:37]>>[OH:2][CH2:3][c:4]1[n:5][cH:6][cH:7][c:8]([N:10]2[CH2:11][CH2:12][N:13]([S:16](=[O:17])(=[O:18])[N:19]3[CH2:20][CH2:21][CH2:22][CH2:23]3)[CH2:14][CH2:15]2)[n:9]1. Reactants: C(C)(C)(C)OC(=O)N1[C@@H](CC(C1)=NOC)C(=O)O ((2S,4EZ)-1-(tert-butoxycarbonyl)-4-(methoxyimino)-2-pyrrolidinecarboxylic acid), CC1=C(C=CC=C1)C1=CC=C(C=C1)C(=O)O (2′-methyl[1,1′-biphenyl]-4-carboxylic acid), N1CCC(CC1)O (4-piperidinol). Yields the product CON=C1CN([C@@H](C1)C(=O)N1CCC(CC1)O)C(=O)C1=CC=C(C=C1)C1=C(C=CC=C1)C ((3EZ,5S)-5-[(4-hydroxy-1-piperidinyl)carbonyl]-1-[(2′-methyl[1,1′-biphenyl]-4-yl)carbonyl]-3-pyrrolidinone O-methyloxime). RXN SMILES: C(O[C:6]([N:8]1[CH2:12][C:11](=[N:13][O:14][CH3:15])[CH2:10][C@H:9]1[C:16]([OH:18])=O)=[O:7])(C)(C)C.[CH3:19][C:20]1[CH:25]=[CH:24][CH:23]=[CH:22][C:21]=1[C:26]1[CH:31]=[CH:30][C:29](C(O)=O)=[CH:28][CH:27]=1.[NH:35]1[CH2:40][CH2:39][CH:38]([OH:41])[CH2:37][CH2:36]1>>[CH3:15][O:14][N:13]=[C:11]1[CH2:10][C@@H:9]([C:16]([N:35]2[CH2:40][CH2:39][CH:38]([OH:41])[CH2:37][CH2:36]2)=[O:18])[N:8]([C:6]([C:29]2[CH:28]=[CH:27][C:26]([C:21]3[CH:22]=[CH:23][CH:24]=[CH:25][C:20]=3[CH3:19])=[CH:31][CH:30]=2)=[O:7])[CH2:12]1. Reported procedure: Following the general method as outlined in Example 22, starting from (2S,4EZ)-1-(tert-butoxycarbonyl)-4-(methoxyimino)-2-pyrrolidinecarboxylic acid, 2′-methyl[1,1′-biphenyl]-4-carboxylic acid, and 4-piperidinol, the title compound was obtained in 86% purity by HPLC. MS(ESI+): m/z=436.